From a dataset of the Open Reaction Database (ORD), a public repository of structured organic reaction records. describe an organic reaction: reactants, conditions, products, and yield Starting materials: O=C(CBr)Nc1cnccn1, CC#N, CCOCC, O=C(OC1CN2CCC1CC2)C1(c2cccc(F)c2)CCCCCC1. The product is [Br-], O=C(C[N+]12CCC(CC1)C(OC(=O)C1(c3cccc(F)c3)CCCCCC1)C2)Nc1cnccn1. Reaction SMILES: [Br:26][CH2:27][C:28](=[O:29])[NH:30][c:31]1[n:32][cH:33][cH:34][n:35][cH:36]1.[CH3:37][C:38]#[N:39].[CH3:40][CH2:41][O:42][CH2:43][CH3:44].[N:1]12[CH2:2][CH:3]([O:9][C:10](=[O:11])[C:12]3([c:19]4[cH:20][c:21]([F:25])[cH:22][cH:23][cH:24]4)[CH2:13][CH2:14][CH2:15][CH2:16][CH2:17][CH2:18]3)[CH:4]([CH2:5][CH2:6]1)[CH2:7][CH2:8]2>>[Br-:26].[N+:1]12([CH2:27][C:28](=[O:29])[NH:30][c:31]3[n:32][cH:33][cH:34][n:35][cH:36]3)[CH2:2][CH:3]([O:9][C:10](=[O:11])[C:12]3([c:19]4[cH:20][c:21]([F:25])[cH:22][cH:23][cH:24]4)[CH2:13][CH2:14][CH2:15][CH2:16][CH2:17][CH2:18]3)[CH:4]([CH2:5][CH2:6]1)[CH2:7][CH2:8]2. Starting materials: BrC1=CC=C2C=C(C(=C(C2=C1)OS(=O)(=O)C(F)(F)F)C(C(=O)OCC)OCC1=CC=C(C=C1)OC)C (ethyl 2-(7-bromo-3-methyl-1-(trifluoromethylsulfonyloxy)-naphthalen-2-yl)-2-(4-methoxybenzyloxy)acetate), C(C)(C)(C)OC(C(=O)OCC)C1=C(C2=CC(=CC=C2C=C1C)Cl)O (ethyl 2-tert-butoxy-2-(7-chloro-1-hydroxy-3-methylnaphthalen-2-yl)acetate). Product: C(C)(C)(C)OC(C(=O)OCC)C1=C(C2=CC(=CC=C2C=C1C)Cl)OS(=O)(=O)C(F)(F)F (Ethyl 2-tert-butoxy-2-(7-chloro-3-methyl-1-(trifluoromethylsulfonyloxy)naphthalen-2-yl)acetate). Reaction SMILES: BrC1C=C2C(C=C(C)C(C(OCC3C=CC(OC)=CC=3)C(OCC)=O)=C2[O:12][S:13]([C:16]([F:19])([F:18])[F:17])(=O)=[O:14])=CC=1.[C:37]([O:41][CH:42]([C:48]1[C:57]([CH3:58])=[CH:56][C:55]2[C:50](=[CH:51][C:52]([Cl:59])=[CH:53][CH:54]=2)[C:49]=1[OH:60])[C:43]([O:45][CH2:46][CH3:47])=[O:44])([CH3:40])([CH3:39])[CH3:38]>>[C:37]([O:41][CH:42]([C:48]1[C:57]([CH3:58])=[CH:56][C:55]2[C:50](=[CH:51][C:52]([Cl:59])=[CH:53][CH:54]=2)[C:49]=1[O:60][S:13]([C:16]([F:19])([F:18])[F:17])(=[O:14])=[O:12])[C:43]([O:45][CH2:46][CH3:47])=[O:44])([CH3:38])([CH3:40])[CH3:39]. Procedure details: Ethyl 2-tert-butoxy-2-(7-chloro-3-methyl-1-(trifluoromethylsulfonyloxy)naphthalen-2-yl)acetate was prepared in a similar manner to ethyl 2-(7-bromo-3-methyl-1-(trifluoromethylsulfonyloxy)-naphthalen-2-yl)-2-(4-methoxybenzyloxy)acetate of Example 67, except using ethyl 2-tert-butoxy-2-(7-chloro-1-hydroxy-3-methylnaphthalen-2-yl)acetate. 1H-NMR: (400 MHz, CDCl3): δ 8.00 (d, J=2.0 Hz, 1H), 7.73 (d, J=8.6 Hz, 1H), 7.65 (s, 1H), 7.49 (dd, J=8.6, 2.0 Hz, 1H), 5.72 (s, 1H), 4.26-4.08 (m, 2H), 2.54 (s, ...